From a dataset of the Open Reaction Database (ORD), a public repository of structured organic reaction records. describe an organic reaction: reactants, conditions, products, and yield The reactants are FC1=CC=C(C=C1)C(CC(=O)O)C1=CC=C(C=C1)F (3,3-bis(4-fluorophenyl)-propanoic acid). Run in S(=O)(Cl)Cl (thionylchloride). Yields the product FC1=CC=C(C=C1)C1CC(C2=CC(=CC=C12)F)=O (3-(4'-fluorophenyl)-6-fluoro-1-indanone). The yield is 84.6%. RXN SMILES: [F:1][C:2]1[CH:7]=[CH:6][C:5]([CH:8]([C:13]2[CH:18]=[CH:17][C:16]([F:19])=[CH:15][CH:14]=2)[CH2:9][C:10]([OH:12])=O)=[CH:4][CH:3]=1>S(Cl)(Cl)=O>[F:19][C:16]1[CH:17]=[CH:18][C:13]([CH:8]2[C:5]3[C:6](=[CH:7][C:2]([F:1])=[CH:3][CH:4]=3)[C:10](=[O:12])[CH2:9]2)=[CH:14][CH:15]=1. Procedure: A solution of 850 grams of 3,3-bis(4-fluorophenyl)-propanoic acid in 600 milliliters of thionylchloride was refluxed for two hours and then concentrated in vacuo. The crude acid chloride was taken up in 2 liters of carbondisulfide. 850 grams of aluminiumchloride were added while stirring and cooling at a temperature of 10-15 degrees Centigrade. The reaction mixture was stirred overnight at room temperature. The reaction mixture was then poured unto crushed ice, and one liter of concentrated hydr... Reactants: C(CCC)C=1NC(=C(N1)CC1=CC=C(C=C1)C#N)C=O (2-n-butyl-[(4-cyanophenyl)methyl]imidazole-5-aldehyde), ester, C(CCC)C=1N(C(=CN1)C=O)CC1=C(C=C(C=C1)C(=O)OCC)Cl (2-n-butyl-1-[(4-carboethoxy-2-chlorophenyl)methyl]imidazole-5-aldehyde), C1(=CC=CC=C1)CCC(=O)OC (methyl 3-phenylpropanoate), [OH-].[Na+] (sodium hydroxide), C([O-])([O-])=O.[K+].[K+] (potassium carbonate). Product: C(CCC)C=1N(C(=CN1)/C=C(/C(=O)O)\CC1=CC=CC=C1)CC1=CC=C(C=C1)C#N ((E)-3-[2-n-Butyl-1-{(4-cyanophenyl)methyl}-1H-imidazol-5-yl]-2-benzyl-2-propenoic Acid). As a reaction SMILES: C(C1[NH:6]C(C=O)=C(CC2C=CC(C#N)=CC=2)N=1)CCC.[CH2:21]([C:25]1[N:26]([CH2:32][C:33]2[CH:38]=[CH:37][C:36]([C:39](OCC)=O)=[CH:35][C:34]=2Cl)[C:27]([CH:30]=O)=[CH:28][N:29]=1)[CH2:22][CH2:23][CH3:24].[C:45]1([CH2:51][CH2:52][C:53]([O:55]C)=[O:54])[CH:50]=[CH:49][CH:48]=[CH:47][CH:46]=1.[OH-].[Na+].C(=O)([O-])[O-].[K+].[K+]>>[CH2:21]([C:25]1[N:26]([CH2:32][C:33]2[CH:34]=[CH:35][C:36]([C:39]#[N:6])=[CH:37][CH:38]=2)[C:27](/[CH:30]=[C:52](\[CH2:51][C:45]2[CH:50]=[CH:49][CH:48]=[CH:47][CH:46]=2)/[C:53]([OH:55])=[O:54])=[CH:28][N:29]=1)[CH2:22][CH2:23][CH3:24] |f:3.4,5.6.7|. Reported procedure: The title compound is prepared by the procedure of Example 27, using 2-n-butyl-[(4-cyanophenyl)methyl]imidazole-5-aldehyde, prepared by the method of Example 42 describing the preparation of 2-n-butyl-1-[(4-carboethoxy-2-chlorophenyl)methyl]imidazole-5-aldehyde, and methyl 3-phenylpropanoate, except, instead of basic hydrolysis of the ester with sodium hydroxide, potassium carbonate hydrolysis was employed.